Dataset: the Open Reaction Database (ORD), a public repository of structured organic reaction records. Task: describe an organic reaction: reactants, conditions, products, and yield Reactants: Cc1c(Br)c(=O)n(C2CCCC2)c2nc(Nc3ccc(N4CCC(NC(=O)OC(C)(C)C)C4)cn3)ncc12, C=C(OCC)[Sn](CCCC)(CCCC)CCCC, Cc1ccccc1, ClC(Cl)Cl, [Pd], c1ccc(P(c2ccccc2)c2ccccc2)cc1, c1ccc(P(c2ccccc2)c2ccccc2)cc1, c1ccc(P(c2ccccc2)c2ccccc2)cc1, c1ccc(P(c2ccccc2)c2ccccc2)cc1. Yields the product C=C(OCC)c1c(C)c2cnc(Nc3ccc(N4CCC(NC(=O)OC(C)(C)C)C4)cn3)nc2n(C2CCCC2)c1=O. RXN SMILES: [C:1]([CH3:2])([CH3:3])([CH3:4])[O:5][C:6]([NH:7][CH:8]1[CH2:9][N:10]([c:13]2[cH:14][n:15][c:16]([NH:19][c:20]3[n:21][cH:22][c:23]4[c:24]([n:25]3)[n:26]([CH:33]3[CH2:34][CH2:35][CH2:36][CH2:37]3)[c:27](=[O:32])[c:28]([Br:31])[c:29]4[CH3:30])[cH:17][cH:18]2)[CH2:11][CH2:12]1)=[O:38].[CH2:46]([Sn:47]([CH2:48][CH2:49][CH2:50][CH3:56])([C:51](=[CH2:52])[O:53][CH2:54][CH3:55])[CH2:57][CH2:58][CH2:59][CH3:60])[CH2:61][CH2:62][CH3:63].[CH3:39][c:40]1[cH:41][cH:42][cH:43][cH:44][cH:45]1.[CH:64]([Cl:65])([Cl:66])[Cl:67].[Pd:68].[c:107]1([P:108]([c:109]2[cH:110][cH:111][cH:112][cH:113][cH:114]2)[c:115]2[cH:116][cH:117][cH:118][cH:119][cH:120]2)[cH:121][cH:122][cH:123][cH:124][cH:125]1.[c:126]1([P:127]([c:128]2[cH:129][cH:130][cH:131][cH:132][cH:133]2)[c:134]2[cH:135][cH:136][cH:137][cH:138][cH:139]2)[cH:140][cH:141][cH:142][cH:143][cH:144]1.[c:69]1([P:70]([c:71]2[cH:72][cH:73][cH:74][cH:75][cH:76]2)[c:77]2[cH:78][cH:79][cH:80][cH:81][cH:82]2)[cH:83][cH:84][cH:85][cH:86][cH:87]1.[c:88]1([P:89]([c:90]2[cH:91][cH:92][cH:93][cH:94][cH:95]2)[c:96]2[cH:97][cH:98][cH:99][cH:100][cH:101]2)[cH:102][cH:103][cH:104][cH:105][cH:106]1>>[C:1]([CH3:2])([CH3:3])([CH3:4])[O:5][C:6]([NH:7][CH:8]1[CH2:9][N:10]([c:13]2[cH:14][n:15][c:16]([NH:19][c:20]3[n:21][cH:22][c:23]4[c:24]([n:25]3)[n:26]([CH:33]3[CH2:34][CH2:35][CH2:36][CH2:37]3)[c:27](=[O:32])[c:28]([C:51](=[CH2:52])[O:53][CH2:54][CH3:55])[c:29]4[CH3:30])[cH:17][cH:18]2)[CH2:11][CH2:12]1)=[O:38]. Reactants: BrC1=C(SC=2C1=NC=CC2)C (3-Bromo-2-methyl-thieno[3,2-b]pyridine), Teflon, C(C)C(CC)C=1C=2N(N=C(C1)C)C(=C(N2)C)I (8-(1-ethyl-propyl)-3-iodo-2,6-dimethyl-imidazo[1,2-b]pyridazine), PdCl2(pddf), 100C, 80C. Reagents/catalysts: [Zn] (Zn), [Zn] (Zinc). The solvent is C1CCOC1 (THF), C1CCOC1 (THF). The product is C(C)C(CC)C=1C=2N(N=C(C1)C)C(=C(N2)C)C2=C(SC=1C2=NC=CC1)C (8-(1-Ethyl-propyl)-2,6-dimethyl-3-(2-methyl-thieno[3,2-b]pyridin-3-yl)-imidazo[1,2-b]pyridazine). Yield: 9.2%. As a reaction SMILES: Br[C:2]1[C:6]2=[N:7][CH:8]=[CH:9][CH:10]=[C:5]2[S:4][C:3]=1[CH3:11].[CH2:12]([CH:14]([C:17]1[C:18]2[N:19]([C:24](I)=[C:25]([CH3:27])[N:26]=2)[N:20]=[C:21]([CH3:23])[CH:22]=1)[CH2:15][CH3:16])[CH3:13]>C1COCC1.[Zn]>[CH2:12]([CH:14]([C:17]1[C:18]2[N:19]([C:24]([C:2]3[C:6]4=[N:7][CH:8]=[CH:9][CH:10]=[C:5]4[S:4][C:3]=3[CH3:11])=[C:25]([CH3:27])[N:26]=2)[N:20]=[C:21]([CH3:23])[CH:22]=1)[CH2:15][CH3:16])[CH3:13]. Procedure: 380 mg of 3-Bromo-2-methyl-thieno[3,2-b]pyridine (1.66 mmol) is placed into the vial with 3.56 ml of Reiki Zn, suspension in THF (2.50 mmol) and capped and heated at 100C for 2 h. The excess Zinc is allowed to settle down and the solution is transferred to the vial containing 250 mg of 8-(1-ethyl-propyl)-3-iodo-2,6-dimethyl-imidazo[1,2-b]pyridazine (0.72 mmol) and 48 mg of PdCl2(pddf) (0.06 mmol) in 2 ml of dry THF. The vial is capped by Teflon cap and heated at 80C for overnight. The reaction m... Reactants: COc1ccc(N)cc1O[Si](C)(C)C(C)(C)C, O=C([O-])[O-], COC(=O)c1cccc(I)c1C(=O)OC, Cc1ccccc1, ClCCl, [Cs+], [Cs+], O=C(C=Cc1ccccc1)C=Cc1ccccc1, O=C(C=Cc1ccccc1)C=Cc1ccccc1, O=C(C=Cc1ccccc1)C=Cc1ccccc1, [Pd], [Pd]. The product is COC(=O)c1cccc(Nc2ccc(OC)c(O[Si](C)(C)C(C)(C)C)c2)c1C(=O)OC. As a reaction SMILES: [C:16]([CH3:17])([CH3:18])([CH3:19])[Si:20]([O:21][c:22]1[cH:23][c:24]([NH2:30])[cH:25][cH:26][c:27]1[O:28][CH3:29])([CH3:31])[CH3:32].[C:33](=[O:34])([O-:35])[O-:36].[CH3:1][O:2][C:3]([c:4]1[c:5]([C:6](=[O:7])[O:8][CH3:9])[c:10]([I:14])[cH:11][cH:12][cH:13]1)=[O:15].[CH3:39][c:40]1[cH:41][cH:42][cH:43][cH:44][cH:45]1.[Cl:46][CH2:47][Cl:48].[Cs+:37].[Cs+:38].[O:51]=[C:52]([CH:53]=[CH:54][c:55]1[cH:56][cH:57][cH:58][cH:59][cH:60]1)[CH:61]=[CH:62][c:63]1[cH:64][cH:65][cH:66][cH:67][cH:68]1.[O:69]=[C:70]([CH:71]=[CH:72][c:73]1[cH:74][cH:75][cH:76][cH:77][cH:78]1)[CH:79]=[CH:80][c:81]1[cH:82][cH:83][cH:84][cH:85][cH:86]1.[O:87]=[C:88]([CH:89]=[CH:90][c:91]1[cH:92][cH:93][cH:94][cH:95][cH:96]1)[CH:97]=[CH:98][c:99]1[cH:100][cH:101][cH:102][cH:103][cH:104]1.[Pd:49].[Pd:50]>>[CH3:1][O:2][C:3]([c:4]1[c:5]([C:6](=[O:7])[O:8][CH3:9])[c:10]([NH:30][c:24]2[cH:23][c:22]([O:21][Si:20]([C:16]([CH3:17])([CH3:18])[CH3:19])([CH3:31])[CH3:32])[c:27]([O:28][CH3:29])[cH:26][cH:25]2)[cH:11][cH:12][cH:13]1)=[O:15]. Starting materials: NC1=C(C(=O)N)C=CC=C1 (2-aminobenzamide), C(C)(=O)[O-].[Na+] (sodium acetate), C(C)(=O)O (acetic acid), ClC1=CC=C(C(=O)Cl)C=C1 (4-chlorobenzoyl chloride). Run in CC(=O)C (acetone). Conditions: time 1 hour. Product: ClC1=CC=C(C(=O)NC2=C(C(=O)N)C=CC=C2)C=C1 (2-(4-chlorobenzamido)benzamide). RXN SMILES: [NH2:1][C:2]1[CH:10]=[CH:9][CH:8]=[CH:7][C:3]=1[C:4]([NH2:6])=[O:5].C([O-])(=O)C.[Na+].C(O)(=O)C.[Cl:20][C:21]1[CH:29]=[CH:28][C:24]([C:25](Cl)=[O:26])=[CH:23][CH:22]=1>CC(C)=O>[Cl:20][C:21]1[CH:29]=[CH:28][C:24]([C:25]([NH:1][C:2]2[CH:10]=[CH:9][CH:8]=[CH:7][C:3]=2[C:4]([NH2:6])=[O:5])=[O:26])=[CH:23][CH:22]=1 |f:1.2|. Procedure details: To a stirred mixture of 16.3 g of 2-aminobenzamide, 82 ml of saturated aqueous sodium acetate solution and 82 ml of acetic acid was added a solution of 21 g of 4-chlorobenzoyl chloride in 14 ml of acetone. The mixture was stirred at room temperature for one hour after addition was complete. The tan precipitate was collected by filtration and recrystallized from ethanol to give 24.1 g of light tan 2-(4-chlorobenzamido)benzamide, m.p. 205°-207°, which was used without further purification. Starting materials: O=C([O-])[O-], CCC(CC)c1cc(C)nn2c(I)c(C)nc12, Cc1cocn1, [Cs+], [Cs+], N#N, CN(C)C=O, O, c1ccc(P(c2ccccc2)c2ccccc2)cc1. Product: CCC(CC)c1cc(C)nn2c(-c3ocnc3C)c(C)nc12. RXN SMILES: [C:43](=[O:44])([O-:45])[O-:46].[CH2:1]([CH3:2])[CH:3]([CH2:4][CH3:5])[c:6]1[c:7]2[n:8]([n:9][c:10]([CH3:12])[cH:11]1)[c:13]([I:17])[c:14]([CH3:16])[n:15]2.[CH3:18][c:19]1[n:20][cH:21][o:22][cH:23]1.[Cs+:47].[Cs+:48].[N:49]#[N:50].[O:52]=[CH:53][N:54]([CH3:55])[CH3:56].[OH2:51].[c:24]1([P:25]([c:26]2[cH:27][cH:28][cH:29][cH:30][cH:31]2)[c:32]2[cH:33][cH:34][cH:35][cH:36][cH:37]2)[cH:38][cH:39][cH:40][cH:41][cH:42]1>>[CH2:1]([CH3:2])[CH:3]([CH2:4][CH3:5])[c:6]1[c:7]2[n:8]([n:9][c:10]([CH3:12])[cH:11]1)[c:13](-[c:23]1[c:19]([CH3:18])[n:20][cH:21][o:22]1)[c:14]([CH3:16])[n:15]2. Reactants: C(=O)O (formic acid), C(C)(=O)OC(C)=O (acetic anhydride), C(C1=CC=CC=C1)ONCC1(CCCC1)C(=O)O (1-(benzyloxyamino-methyl)-cyclopentanecarboxylic acid). The solvent is ClCCl (dichloromethane), ClCCl (dichloromethane). Run at time 1 hour. The product is C(C1=CC=CC=C1)ON(C=O)CC1(CCCC1)C(=O)O (1-[(Benzyloxy-Formyl-Amino)-Methyl]-Cyclopentanecarboxylic Acid), oil. Yield: 86.0%. Reaction SMILES: [CH:1](O)=[O:2].C(OC(=O)C)(=O)C.[CH2:11]([O:18][NH:19][CH2:20][C:21]1([C:26]([OH:28])=[O:27])[CH2:25][CH2:24][CH2:23][CH2:22]1)[C:12]1[CH:17]=[CH:16][CH:15]=[CH:14][CH:13]=1>ClCCl>[CH2:11]([O:18][N:19]([CH2:20][C:21]1([C:26]([OH:28])=[O:27])[CH2:25][CH2:24][CH2:23][CH2:22]1)[CH:1]=[O:2])[C:12]1[CH:17]=[CH:16][CH:15]=[CH:14][CH:13]=1. Reported procedure: To a cold solution of formic acid (10.3 mL, 0.27 mol) in dichloromethane (40 mL) at 0° C. under a nitrogen atmosphere was added acetic anhydride (4.2 mL, 44.1 mmol). After 1 h, a solution of 1-(benzyloxyamino-methyl)-cyclopentanecarboxylic acid (1.1 g, 4.41 mmol) in dichloromethane (20 mL) was added. The mixture was stirred at room temperature for 18 h and was concentrated in vacuo. Water (100 mL) was added and the mixture was extracted with dichloromethane (100 mL×2). The combined organic extra... Starting materials: CCc1cnc(N2CCC(ON=C3CCN(c4cc(F)c(CC(=O)OC(C)(C)C)cc4F)CC3)CC2)nc1, ClCCl, O=C(O)C(F)(F)F. The product is CCc1cnc(N2CCC(ON=C3CCN(c4cc(F)c(CC(=O)O)cc4F)CC3)CC2)nc1. Reaction SMILES: [C:1]([CH3:2])([CH3:3])([CH3:4])[O:5][C:6]([CH2:7][c:8]1[c:9]([F:37])[cH:10][c:11]([N:15]2[CH2:16][CH2:17][C:18](=[N:21][O:22][CH:23]3[CH2:24][CH2:25][N:26]([c:29]4[n:30][cH:31][c:32]([CH2:35][CH3:36])[cH:33][n:34]4)[CH2:27][CH2:28]3)[CH2:19][CH2:20]2)[c:12]([F:14])[cH:13]1)=[O:38].[Cl:46][CH2:47][Cl:48].[F:39][C:40]([F:41])([F:42])[C:43]([OH:44])=[O:45]>>[O:5]=[C:6]([CH2:7][c:8]1[c:9]([F:37])[cH:10][c:11]([N:15]2[CH2:16][CH2:17][C:18](=[N:21][O:22][CH:23]3[CH2:24][CH2:25][N:26]([c:29]4[n:30][cH:31][c:32]([CH2:35][CH3:36])[cH:33][n:34]4)[CH2:27][CH2:28]3)[CH2:19][CH2:20]2)[c:12]([F:14])[cH:13]1)[OH:38]. The reactants are CCO, Cn1cc(C(=O)NCc2ccc(Cl)cc2)c(=O)c2cc(C#CCC(O)c3ccccc3)oc21. Yields the product Cn1cc(C(=O)NCc2ccc(Cl)cc2)c(=O)c2cc(CCCC(O)c3ccccc3)oc21. As a reaction SMILES: [CH3:34][CH2:35][OH:36].[Cl:1][c:2]1[cH:3][cH:4][c:5]([CH2:6][NH:7][C:8](=[O:9])[c:10]2[c:11](=[O:31])[c:12]3[c:13]([n:14]([CH3:16])[cH:15]2)[o:17][c:18]([C:20]#[C:21][CH2:22][CH:23]([c:24]2[cH:25][cH:26][cH:27][cH:28][cH:29]2)[OH:30])[cH:19]3)[cH:32][cH:33]1>>[Cl:1][c:2]1[cH:3][cH:4][c:5]([CH2:6][NH:7][C:8](=[O:9])[c:10]2[c:11](=[O:31])[c:12]3[c:13]([n:14]([CH3:16])[cH:15]2)[o:17][c:18]([CH2:20][CH2:21][CH2:22][CH:23]([c:24]2[cH:25][cH:26][cH:27][cH:28][cH:29]2)[OH:30])[cH:19]3)[cH:32][cH:33]1. The reactants are ClC=1C=C(C=CC1Cl)C(C(=O)C=1C(=NNC1)C1=CC=CC=C1)CCN1CCC(CC1)(C1=CC=CC=C1)O (4-[2-(3,4-dichlorophenyl)-4-(4-hydroxy-4-phenylpiperidino)butyroyl]-3-phenyl-1H-pyrazole), CCOCC.CCCCCC (ether hexane), [BH4-].[Na+] (sodium borohydride). Solvent: CO (methanol). Reaction conditions: temperature 0 celsius, time 1 hour. The product is ClC=1C=C(C=CC1Cl)C(C(O)C=1C(=NNC1)C1=CC=CC=C1)CCN1CCC(CC1)(C1=CC=CC=C1)O (4-[(1RS,2RS) -2-(3,4-Dichlorophenyl)-1-hydroxy-4-(4-hydroxy-4-phenylpiperidino)butyl]-3-phenyl-1H-pyrazole). The yield is 65.0%. As a reaction SMILES: [Cl:1][C:2]1[CH:3]=[C:4]([CH:9]([CH2:23][CH2:24][N:25]2[CH2:30][CH2:29][C:28]([OH:37])([C:31]3[CH:36]=[CH:35][CH:34]=[CH:33][CH:32]=3)[CH2:27][CH2:26]2)[C:10]([C:12]2[C:13]([C:17]3[CH:22]=[CH:21][CH:20]=[CH:19][CH:18]=3)=[N:14][NH:15][CH:16]=2)=[O:11])[CH:5]=[CH:6][C:7]=1[Cl:8].[BH4-].[Na+].CCOCC.CCCCCC>CO>[Cl:1][C:2]1[CH:3]=[C:4]([CH:9]([CH2:23][CH2:24][N:25]2[CH2:26][CH2:27][C:28]([OH:37])([C:31]3[CH:32]=[CH:33][CH:34]=[CH:35][CH:36]=3)[CH2:29][CH2:30]2)[CH:10]([C:12]2[C:13]([C:17]3[CH:22]=[CH:21][CH:20]=[CH:19][CH:18]=3)=[N:14][NH:15][CH:16]=2)[OH:11])[CH:5]=[CH:6][C:7]=1[Cl:8] |f:1.2,3.4|. Procedure: A solution of 4-[2-(3,4-dichlorophenyl)-4-(4-hydroxy-4-phenylpiperidino)butyroyl]-3-phenyl-1H-pyrazole (95 mg), prepared as described in Example 3, in methanol (3 mL) was cooled to 0° C. and treated with sodium borohydride (9 mg). The mixture was allowed to warm to room temperature and was stirred for 1 hour. The solvent was evaporated and the residue partitioned between water and ethyl acetate. The organic extracts were washed (water, brine) combined, dried, and evaporated to afford a white foa...